describe an organic reaction: reactants, conditions, products, and yield From a dataset of the Open Reaction Database (ORD), a public repository of structured organic reaction records. Starting materials: ClC=1C=C(C(=O)NC23CC4(CC(CC(C2)C4)C3)C=O)C=CC1 (3-chloro-N-(3-formyl-1-adamantyl)benzamide), C(=O)([O-])[O-].[K+].[K+] (K2CO3), [N+](=[N-])=C(C(C)=O)P(OC)(OC)=O (dimethyl (1-diazo-2-oxopropyl)phosphonate). Solvent: CO (methanol). Conditions: time 3 hour. Yields the product ClC=1C=C(C(=O)NC23CC4(CC(CC(C2)C4)C3)C#C)C=CC1 (3-chloro-N-(3-ethynyl-1-adamantyl)benzamide). The yield is 49.6%. As a reaction SMILES: [Cl:1][C:2]1[CH:3]=[C:4]([CH:20]=[CH:21][CH:22]=1)[C:5]([NH:7][C:8]12[CH2:17][CH:12]3[CH2:13][CH:14]([CH2:16][C:10]([CH:18]=O)([CH2:11]3)[CH2:9]1)[CH2:15]2)=[O:6].[C:23]([O-])([O-])=O.[K+].[K+].[N+](=C(P(=O)(OC)OC)C(=O)C)=[N-]>CO>[Cl:1][C:2]1[CH:3]=[C:4]([CH:20]=[CH:21][CH:22]=1)[C:5]([NH:7][C:8]12[CH2:15][CH:14]3[CH2:13][CH:12]([CH2:11][C:10]([C:18]#[CH:23])([CH2:16]3)[CH2:9]1)[CH2:17]2)=[O:6] |f:1.2.3|. Procedure details: To a stirred mixture of 3-chloro-N-(3-formyl-1-adamantyl)benzamide (350 mg, 1.35 mmol) and K2CO3 (370 mg, 2.7 mmol) in methanol (25 mL) under N2 was added dimethyl (1-diazo-2-oxopropyl)phosphonate (310 mg, 1.62 mmol). After stirring at room temperature for three hours, the clear reaction solution was partitioned between ethyl acetate (20 mL) and 5% NaHCO3 (20 mL) and the aqueous layer was extracted with ethyl acetate (2×20 mL). The combined organic layer was washed with brine, dried over Na2SO4 ... The reactants are FC1=CC(=C(C(=O)O)C=C1F)[N+](=O)[O-] (4,5-Difluoro-2-nitro-benzoic acid), C1CCOC1 (THF), C1CCOC1 (THF). Run in CO (Methanol). Reaction conditions: temperature 60 celsius, time 8 hour. Yields the product FC1=CC(=C(C=C1F)CO)[N+](=O)[O-] ((4,5-Difluoro-2-nitro-phenyl)-methanol). As a reaction SMILES: [F:1][C:2]1[C:10]([F:11])=[CH:9][C:5]([C:6](O)=[O:7])=[C:4]([N+:12]([O-:14])=[O:13])[CH:3]=1.C1COCC1>CO>[F:1][C:2]1[C:10]([F:11])=[CH:9][C:5]([CH2:6][OH:7])=[C:4]([N+:12]([O-:14])=[O:13])[CH:3]=1. Procedure details: 4,5-Difluoro-2-nitro-benzoic acid (3.05 g, 15 mmol) was combined with THF (20 mL), and then BH3 THF (35 mL) was added over 15 min. The resulting mixture was stirred overnight at 60° C. and then cooled to room temperature. Methanol was added, and the resulting mixture was stirred 15 min. The solvent was removed to yield an oil, which was purified by silica gel chromatography to yield a residue. Reactants: CN1CCOCC1, COc1ccc(C(=O)Cl)c(OC)c1, OCCC1(c2ccc(Cl)c(Cl)c2)CCNC1, ClCCl. The product is COc1ccc(C(=O)N2CCC(CCO)(c3ccc(Cl)c(Cl)c3)C2)c(OC)c1. RXN SMILES: [CH3:17][N:18]1[CH2:19][CH2:20][O:21][CH2:22][CH2:23]1.[CH3:24][O:25][c:26]1[c:27]([C:28](=[O:29])[Cl:30])[cH:31][cH:32][c:33]([O:35][CH3:36])[cH:34]1.[Cl:1][c:2]1[cH:3][c:4]([C:9]2([CH2:14][CH2:15][OH:16])[CH2:10][NH:11][CH2:12][CH2:13]2)[cH:5][cH:6][c:7]1[Cl:8].[Cl:37][CH2:38][Cl:39]>>[Cl:1][c:2]1[cH:3][c:4]([C:9]2([CH2:14][CH2:15][OH:16])[CH2:10][N:11]([C:28]([c:27]3[c:26]([O:25][CH3:24])[cH:34][c:33]([O:35][CH3:36])[cH:32][cH:31]3)=[O:29])[CH2:12][CH2:13]2)[cH:5][cH:6][c:7]1[Cl:8]. The reactants are CC(C)(C)[O-], CS(C)=O, Clc1ncccc1C1=CCOCC1, [Na+], O, CC(C)(C)OC(=O)N1CC(O)C1. Product: CC(C)(C)OC(=O)N1CC(Oc2ncccc2C2=CCOCC2)C1. Reaction SMILES: [CH3:26][C:27]([CH3:28])([O-:29])[CH3:30].[CH3:32][S:33]([CH3:34])=[O:35].[Cl:1][c:2]1[n:3][cH:4][cH:5][cH:6][c:7]1[C:8]1=[CH:13][CH2:12][O:11][CH2:10][CH2:9]1.[Na+:31].[OH2:36].[OH:14][CH:15]1[CH2:16][N:17]([C:19](=[O:20])[O:21][C:22]([CH3:23])([CH3:24])[CH3:25])[CH2:18]1>>[c:2]1([O:14][CH:15]2[CH2:16][N:17]([C:19](=[O:20])[O:21][C:22]([CH3:23])([CH3:24])[CH3:25])[CH2:18]2)[n:3][cH:4][cH:5][cH:6][c:7]1[C:8]1=[CH:13][CH2:12][O:11][CH2:10][CH2:9]1. The reactants are COC=1C(=O)C=CC(C1OC)=O (2,3-dimethoxybenzo-1,4-quinone), ClC(C=COC)=C (3-chloro-1-methoxy-1,3-butadiene), d,1-camphorsulfonic acid. Solvent: ClCCl (dichloromethane). Conditions: time 12 hour. The product is ClC=1C=C2C(=C(C(=C(C2=CC1)OC(C)=O)OC)OC)OC(C)=O (6-chloro-1,4-diacetoxy-2,3-dimethoxynaphthalene). The yield is 117.1%. As a reaction SMILES: [CH3:1][O:2][C:3]1[C:4]([CH:6]=[CH:7][C:8](=[O:12])[C:9]=1[O:10][CH3:11])=[O:5].[Cl:13][C:14](=[CH2:19])[CH:15]=[CH:16]OC>ClCCl>[Cl:13][C:14]1[CH:19]=[C:6]2[C:7](=[CH:16][CH:15]=1)[C:8]([O:12][C:3](=[O:2])[CH3:9])=[C:9]([O:10][CH3:11])[C:3]([O:2][CH3:1])=[C:4]2[O:5][C:4](=[O:5])[CH3:6]. Procedure: A dichloromethane (10 ml) solution of 2,3-dimethoxybenzo-1,4-quinone (1.0 g, 5.9 mmol) and 3-chloro-1-methoxy-1,3-butadiene (1.4 g, 12.0 mmol) is stirred for 24 hours at room temperature under an inert atmosphere. After this time, 80 mg of d,1-camphorsulfonic acid is added and the solution is stirred an additional 12 hours. The mixture is then concentrated and subsequently dissolved in pyridine (15 ml) and acetic anhydride (3.0 g). After stirring for five hours under an inert atmosphere, the sol...